This data is from the Open Reaction Database (ORD), a public repository of structured organic reaction records. The task is: describe an organic reaction: reactants, conditions, products, and yield Starting materials: C(C(=C)C)(=O)OCC(=O)O (methacryloyloxyacetic acid), CN(C=O)C (dimethylformamide), S(=O)(Cl)Cl (thionyl chloride). Run at temperature 70 celsius, time 1 hour. Yields the product C(C(=C)C)(=O)OCC(=O)Cl (methacryloyloxyacetyl chloride). As a reaction SMILES: [C:1]([O:6][CH2:7][C:8]([OH:10])=O)(=[O:5])[C:2]([CH3:4])=[CH2:3].CN(C)C=O.S(Cl)([Cl:18])=O>>[C:1]([O:6][CH2:7][C:8]([Cl:18])=[O:10])(=[O:5])[C:2]([CH3:4])=[CH2:3]. Procedure details: Into a 100-mL reaction vessel with a condenser were added 30 g (purity: 46%, 95.1 mmol) of methacryloyloxyacetic acid (prepared in a method described in International Publication No. 96/41841 and the like), 347 mg (4.8 mmol/0.05 eq) of dimethylformamide and 47.6 g (380.5 mmol/4.0 eq) of thionyl chloride. The resulting solution was stirred at 70° C. for 1 hour and subjected to distillation purification, thereby obtaining 10.0 g of target methacryloyloxyacetyl chloride. The purity of the target pr... Starting materials: CCCCCCCCCCCCCCCCCCOc1cc(OCc2ccccc2)cc(C(=O)OC)c1, CO, [Na+], C1COCCO1, [OH-]. Yields the product CCCCCCCCCCCCCCCCCCOc1cc(OCc2ccccc2)cc(C(=O)O)c1. Reaction SMILES: [CH3:1][O:2][C:3]([c:4]1[cH:5][c:6]([O:18][CH2:19][CH2:20][CH2:21][CH2:22][CH2:23][CH2:24][CH2:25][CH2:26][CH2:27][CH2:28][CH2:29][CH2:30][CH2:31][CH2:32][CH2:33][CH2:34][CH2:35][CH3:36])[cH:7][c:8]([O:10][CH2:11][c:12]2[cH:13][cH:14][cH:15][cH:16][cH:17]2)[cH:9]1)=[O:37].[CH3:40][OH:41].[Na+:39].[O:42]1[CH2:43][CH2:44][O:45][CH2:46][CH2:47]1.[OH-:38]>>[O:2]=[C:3]([c:4]1[cH:5][c:6]([O:18][CH2:19][CH2:20][CH2:21][CH2:22][CH2:23][CH2:24][CH2:25][CH2:26][CH2:27][CH2:28][CH2:29][CH2:30][CH2:31][CH2:32][CH2:33][CH2:34][CH2:35][CH3:36])[cH:7][c:8]([O:10][CH2:11][c:12]2[cH:13][cH:14][cH:15][cH:16][cH:17]2)[cH:9]1)[OH:37]. Starting materials: COC(=O)C1CC(OS(=O)(=O)c2ccc(Br)cc2)CN1C(=O)OC(C)(C)C, COc1ccc2cc(Br)c(=O)[nH]c2c1, O=C([O-])[O-], CCOC(C)=O, CN1CCCC1=O, [Cs+], [Cs+], O. Product: COC(=O)C1CC(Oc2nc3cc(OC)ccc3cc2Br)CN1C(=O)OC(C)(C)C. Reaction SMILES: [Br:21][c:22]1[cH:23][cH:24][c:25]([S:26]([O:27][CH:32]2[CH2:33][CH:34]([C:44](=[O:45])[O:46][CH3:47])[N:35]([C:37](=[O:38])[O:39][C:40]([CH3:41])([CH3:42])[CH3:43])[CH2:36]2)(=[O:28])=[O:29])[cH:30][cH:31]1.[Br:7][c:8]1[c:9](=[O:20])[nH:10][c:11]2[cH:12][c:13]([O:18][CH3:19])[cH:14][cH:15][c:16]2[cH:17]1.[C:1](=[O:2])([O-:3])[O-:4].[CH3:48][CH2:49][O:50][C:51]([CH3:52])=[O:53].[CH3:54][N:55]1[CH2:56][CH2:57][CH2:58][C:59]1=[O:60].[Cs+:5].[Cs+:6].[OH2:61]>>[Br:7][c:8]1[c:9]([O:20][CH:32]2[CH2:33][CH:34]([C:44](=[O:45])[O:46][CH3:47])[N:35]([C:37](=[O:38])[O:39][C:40]([CH3:41])([CH3:42])[CH3:43])[CH2:36]2)[n:10][c:11]2[cH:12][c:13]([O:18][CH3:19])[cH:14][cH:15][c:16]2[cH:17]1. Starting materials: C(C)(C)(C)OCC1=CC=C(C=C1)B(O)O (4-tert-butyloxymethylphenylboronic acid), I (hydroiodic acid), ClC1=NC=NC(=C1)Cl (4,6-dichloropyrimidine), chloro. Yields the product IC1=NC=NC(=C1)C1=CC=C(C=C1)COC(C)(C)C (4-Iodo-6-(4-tert-butyloxymethylphenyl)pyrimidine). RXN SMILES: [C:1]([O:5][CH2:6][C:7]1[CH:12]=[CH:11][C:10](B(O)O)=[CH:9][CH:8]=1)([CH3:4])([CH3:3])[CH3:2].Cl[C:17]1[CH:22]=[C:21](Cl)[N:20]=[CH:19][N:18]=1.[IH:24]>>[I:24][C:17]1[CH:22]=[C:21]([C:10]2[CH:11]=[CH:12][C:7]([CH2:6][O:5][C:1]([CH3:4])([CH3:3])[CH3:2])=[CH:8][CH:9]=2)[N:20]=[CH:19][N:18]=1. Procedure: The compound was prepared according to Example 1 using 4-tert-butyloxymethylphenylboronic acid and 4,6-dichloropyrimidine. The resultant chloro compound was converted to iodo with hydroiodic acid as described in the general procedure. Reactants: O=C1CCC(=O)N1Br, O=C(OOC(=O)c1ccccc1)c1ccccc1, ClC(Cl)(Cl)Cl, Cc1cccc2c1COC2=O, COC(=O)c1ccc(C)cc1C. The product is COC(=O)c1ccc(CBr)cc1C. Reaction SMILES: [Br:1][N:2]1[C:3](=[O:4])[CH2:5][CH2:6][C:7]1=[O:8].[C:21]([O:22][O:23][C:24](=[O:25])[c:26]1[cH:27][cH:28][cH:29][cH:30][cH:31]1)(=[O:32])[c:33]1[cH:34][cH:35][cH:36][cH:37][cH:38]1.[C:50]([Cl:51])([Cl:52])([Cl:53])[Cl:54].[CH3:39][c:40]1[cH:41][cH:42][cH:43][c:44]2[c:45]1[CH2:46][O:47][C:48]2=[O:49].[CH3:9][c:10]1[c:11]([C:12](=[O:13])[O:14][CH3:15])[cH:16][cH:17][c:18]([CH3:20])[cH:19]1>>[Br:1][CH2:20][c:18]1[cH:17][cH:16][c:11]([C:12](=[O:13])[O:14][CH3:15])[c:10]([CH3:9])[cH:19]1. Starting materials: C(C1=CC=CC=C1)OC(NC1=CC2=CC=C(C(=C2C=C1)C)O)=O ((6-Hydroxy-5-methyl-naphthalen-2-yl)-carbamic acid benzyl ester), ClC1=CC=NC2=CC(=C(C=C12)OC)OC (4-chloro-6,7-dimethoxy-quinoline), C(=O)([O-])[O-].[K+].[K+] (K2CO3). Reagents/catalysts: [Cu] (copper). The solvent is C(Cl)Cl (CH2Cl2), [OH-].[Na+] (NaOH). Product: COC=1C=C2C(=CC=NC2=CC1OC)OC=1C(=C2C=CC(=CC2=CC1)N)C (6-(6,7-dimethoxy-quinolin-4-yloxy)-5-methyl-naphthalen-2-ylamine). Reaction SMILES: C(OC(=O)[NH:10][C:11]1[CH:20]=[CH:19][C:18]2[C:13](=[CH:14][CH:15]=[C:16]([OH:22])[C:17]=2[CH3:21])[CH:12]=1)C1C=CC=CC=1.Cl[C:25]1[C:34]2[C:29](=[CH:30][C:31]([O:37][CH3:38])=[C:32]([O:35][CH3:36])[CH:33]=2)[N:28]=[CH:27][CH:26]=1.C([O-])([O-])=O.[K+].[K+]>C(Cl)Cl.[OH-].[Na+].[Cu]>[CH3:36][O:35][C:32]1[CH:33]=[C:34]2[C:29](=[CH:30][C:31]=1[O:37][CH3:38])[N:28]=[CH:27][CH:26]=[C:25]2[O:22][C:16]1[C:17]([CH3:21])=[C:18]2[C:13](=[CH:14][CH:15]=1)[CH:12]=[C:11]([NH2:10])[CH:20]=[CH:19]2 |f:2.3.4,6.7|. Reported procedure: (6-Hydroxy-5-methyl-naphthalen-2-yl)-carbamic acid benzyl ester (Step a, 0.300 g, 0.9 mmol), 4-chloro-6,7-dimethoxy-quinoline (0.218 g, 0.9 mmol), K2CO3 (0.124 g, 0.9 mmol), and copper (4% by wt.) were added to a vial, then microwaved for 30 min at 120° C. with 150 watts of power (Powermax, CEM). The mixture was diluted with CH2Cl2 and 40 mL of 1N NaOH, then extracted the organics 3 times with CH2Cl2. The organics were combined, dried over Na2SO4, filtered, and concentrated in vacuo. The crude w...